Dataset: the Open Reaction Database (ORD), a public repository of structured organic reaction records. Task: describe an organic reaction: reactants, conditions, products, and yield The reactants are NC1=CC=CC=2C(C3=CC=CC=C3C(C12)=O)=O (1-aminoanthraquinone), C1=CC=CC=2C(C3=CC=CC=C3C(C12)=O)=O (anthraquinone), OS(=O)(=O)O.O=S(=O)=O (oleum). Yields the product C1(=CC=CC=2C(C3=CC=CC=C3C(C12)=O)=O)S(=O)(=O)O (anthraquinone-1-sulfonic acid). Reported procedure: GB-A-1 370 413 discloses a two-step synthesis of 1-aminoanthraquinone, in which anthraquinone is sulfonated with oleum in the presence of mercury sulfate to give anthraquinone-1-sulfonic acid and this is reacted in a second step with ammonia to give 1-aminoanthraquinone. Reaction SMILES: N[C:2]1[C:15]2[C:14](=[O:16])[C:13]3[C:8](=[CH:9][CH:10]=[CH:11][CH:12]=3)[C:7](=[O:17])[C:6]=2[CH:5]=[CH:4][CH:3]=1.C1C2C(=O)C3C(=CC=CC=3)C(=O)C=2C=CC=1.[OH:34][S:35](O)(=[O:37])=[O:36].O=S(=O)=O>S([O-])([O-])(=O)=O.[Hg+2]>[C:2]1([S:35]([OH:37])(=[O:36])=[O:34])[C:15]2[C:14](=[O:16])[C:13]3[C:8](=[CH:9][CH:10]=[CH:11][CH:12]=3)[C:7](=[O:17])[C:6]=2[CH:5]=[CH:4][CH:3]=1 |f:2.3,4.5|. The reagents and catalysts are S(=O)(=O)([O-])[O-].[Hg+2] (mercury sulfate). The reactants are C1COCCO1, COC(=O)c1cnc(N2CCN(S(=O)(=O)c3ccc(C(C)=O)cc3)CC2)s1, C[O-], CO, Cl, Cl, NO, [Na+]. The product is CC(=O)c1ccc(S(=O)(=O)N2CCN(c3ncc(C(=O)NO)s3)CC2)cc1. RXN SMILES: [CH2:37]1[O:38][CH2:39][CH2:40][O:41][CH2:42]1.[CH3:1][O:2][C:3](=[O:4])[c:5]1[cH:6][n:7][c:8]([N:10]2[CH2:11][CH2:12][N:13]([S:16](=[O:17])(=[O:18])[c:19]3[cH:20][cH:21][c:22]([C:25]([CH3:26])=[O:27])[cH:23][cH:24]3)[CH2:14][CH2:15]2)[s:9]1.[CH3:31][O-:32].[CH3:34][OH:35].[ClH:28].[ClH:36].[NH2:29][OH:30].[Na+:33]>>[O:2]=[C:3]([c:5]1[cH:6][n:7][c:8]([N:10]2[CH2:11][CH2:12][N:13]([S:16](=[O:17])(=[O:18])[c:19]3[cH:20][cH:21][c:22]([C:25]([CH3:26])=[O:27])[cH:23][cH:24]3)[CH2:14][CH2:15]2)[s:9]1)[NH:29][OH:30]. The reactants are resultant mixture, NC=1C=C(C=CC1)CCC1=CC(=NC=C1)NC(OC(C)(C)C)=O (tert-butyl {4-[2-(3-aminophenyl)ethyl]pyridin-2-yl}carbamate), ClC1=NC=C(C(=N1)Cl)Cl (2,4,5-trichloropyrimidine), C([O-])([O-])=O.[K+].[K+] (potassium carbonate). Yields the product ClC1=NC=C(C(=N1)NC=1C=C(C=CC1)CCC1=CC(=NC=C1)NC(OC(C)(C)C)=O)Cl (tert-Butyl [4-(2-{3-[(2,5-dichloropyrimidin-4-yl)amino]phenyl}ethyl)pyridin-2-yl]carbamate). Procedure: To a solution of tert-butyl {4-[2-(3-aminophenyl)ethyl]pyridin-2-yl}carbamate (160 mg, 0.51 mmol) and 2,4,5-trichloropyrimidine (98.3 mg, 0.54 mol) in N,N-dimethylformamide (2.3 mL) was added potassium carbonate (212 mg, 1.53 mmol). The resultant mixture was stirred at room temperature for 4 hours. The reaction mixture was filtered first to remove K2CO3, followed by quenching with water. EtOAc was added and the layers were separated. The aqueous layer was extracted with EtOAc twice. The combined... Isolated yield 52.4%. Solvent: CN(C=O)C (N,N-dimethylformamide). As a reaction SMILES: [NH2:1][C:2]1[CH:3]=[C:4]([CH2:8][CH2:9][C:10]2[CH:15]=[CH:14][N:13]=[C:12]([NH:16][C:17](=[O:23])[O:18][C:19]([CH3:22])([CH3:21])[CH3:20])[CH:11]=2)[CH:5]=[CH:6][CH:7]=1.[Cl:24][C:25]1[N:30]=[C:29](Cl)[C:28]([Cl:32])=[CH:27][N:26]=1.C(=O)([O-])[O-].[K+].[K+]>CN(C)C=O>[Cl:24][C:25]1[N:30]=[C:29]([NH:1][C:2]2[CH:3]=[C:4]([CH2:8][CH2:9][C:10]3[CH:15]=[CH:14][N:13]=[C:12]([NH:16][C:17](=[O:23])[O:18][C:19]([CH3:20])([CH3:22])[CH3:21])[CH:11]=3)[CH:5]=[CH:6][CH:7]=2)[C:28]([Cl:32])=[CH:27][N:26]=1 |f:2.3.4|. The reactants are COC(=O)Cn1nnc(C2CC3(c4ccccc4)C(OCc4cc(C(F)(F)F)cc(C(F)(F)F)c4)CCC2N3Cc2ccccc2)n1, C1CCOC1, [Li+], [OH-], O. Product: O=C(O)Cn1nnc(C2CC3(c4ccccc4)C(OCc4cc(C(F)(F)F)cc(C(F)(F)F)c4)CCC2N3Cc2ccccc2)n1. RXN SMILES: [CH2:3]([c:4]1[cH:5][cH:6][cH:7][cH:8][cH:9]1)[N:10]1[C:11]2([c:44]3[cH:45][cH:46][cH:47][cH:48][cH:49]3)[CH:12]([O:28][CH2:29][c:30]3[cH:31][c:32]([C:40]([F:41])([F:42])[F:43])[cH:33][c:34]([C:36]([F:37])([F:38])[F:39])[cH:35]3)[CH2:13][CH2:14][CH:15]1[CH:16]([c:18]1[n:19][n:20][n:21]([CH2:23][C:24](=[O:25])[O:26][CH3:27])[n:22]1)[CH2:17]2.[CH2:51]1[O:52][CH2:53][CH2:54][CH2:55]1.[Li+:1].[OH-:2].[OH2:50]>>[CH2:3]([c:4]1[cH:5][cH:6][cH:7][cH:8][cH:9]1)[N:10]1[C:11]2([c:44]3[cH:45][cH:46][cH:47][cH:48][cH:49]3)[CH:12]([O:28][CH2:29][c:30]3[cH:31][c:32]([C:40]([F:41])([F:42])[F:43])[cH:33][c:34]([C:36]([F:37])([F:38])[F:39])[cH:35]3)[CH2:13][CH2:14][CH:15]1[CH:16]([c:18]1[n:19][n:20][n:21]([CH2:23][C:24](=[O:25])[OH:26])[n:22]1)[CH2:17]2. Starting materials: COOP(=O)(OOC)OCCOC(=O)N1C(\C(\C2=CC=CC=C12)=C/C=1NC(=CC1C)C)=O (3-[1-(3,5-dimethyl-1H-pyrrol-2-yl)-meth-(Z)-ylidene]-2-oxo-2,3-dihydro-indole-1-carboxylic acid 2-(dimethoxy-phosphonooxy)-ethyl ester), OCCCOC(=O)N1C(\C(\C2=CC=CC=C12)=C/C=1NC(=CC1C)C)=O (3-[1-(3,5-dimethyl-1H-pyrrol-2-yl)-meth-(Z)-ylidene]-2-oxo-2,3-dihydro-indole-1-carboxylic acid 3-hydroxy-propyl ester), 13P. Product: COOP(=O)(OOC)OCCCOC(=O)N1C(\C(\C2=CC=CC=C12)=C/C=1NC(=CC1C)C)=O (3-[1-(3,5-Dimethyl-1H-pyrrol-2-yl)-meth-(Z)-ylidene]-2-oxo-2,3-dihydro-indole-1-carboxylic acid 3-(dimethoxy-phosphonooxy)-propyl ester). RXN SMILES: [CH3:1][O:2][O:3][P:4](OCCOC(N1C2C(=CC=CC=2)/C(=C/C2NC(C)=CC=2C)/C1=O)=O)([O:6][O:7][CH3:8])=[O:5].[OH:33][CH2:34][CH2:35][CH2:36][O:37][C:38]([N:40]1[C:48]2[C:43](=[CH:44][CH:45]=[CH:46][CH:47]=2)/[C:42](=[CH:49]/[C:50]2[NH:51][C:52]([CH3:56])=[CH:53][C:54]=2[CH3:55])/[C:41]1=[O:57])=[O:39]>>[CH3:1][O:2][O:3][P:4]([O:33][CH2:34][CH2:35][CH2:36][O:37][C:38]([N:40]1[C:48]2[C:43](=[CH:44][CH:45]=[CH:46][CH:47]=2)/[C:42](=[CH:49]/[C:50]2[NH:51][C:52]([CH3:56])=[CH:53][C:54]=2[CH3:55])/[C:41]1=[O:57])=[O:39])([O:6][O:7][CH3:8])=[O:5]. Procedure details: 3-[1-(3,5-Dimethyl-1H-pyrrol-2-yl)-meth-(Z)-ylidene]-2-oxo-2,3-dihydro-indole-1-carboxylic acid 3-(dimethoxy-phosphonooxy)-propyl ester was prepared using the same protocol for synthesizing 3-[1-(3,5-dimethyl-1H-pyrrol-2-yl)-meth-(Z)-ylidene]-2-oxo-2,3-dihydro-indole-1-carboxylic acid 2-(dimethoxy-phosphonooxy)-ethyl ester by replacing 3-[1-(3,5-dimethyl-1H-pyrrol-2-yl)-meth-(Z)-ylidene]-2-oxo-2,3-dihydro-indole-1-carboxylic acid 2-hydroxy-ethyl ester with 3-[1-(3,5-dimethyl-1H-pyrrol-2-yl)-meth...